This data is from the Open Reaction Database (ORD), a public repository of structured organic reaction records. The task is: describe an organic reaction: reactants, conditions, products, and yield The reactants are CS(=O)(=O)O (Methanesulfonic acid), ClC1=NC=C(C(=N1)OC)F (2-chloro-5-fluoro-4-methoxypyrimidine), CC=1C=C(N)C=C(C1)B1OC(C(O1)(C)C)(C)C (3-methyl-5-(4,4,5,5-tetramethyl-1,3,2-dioxaborolan-2-yl)aniline). Run in O1CCOCC1 (dioxane), CCOC(=O)C (EtOAc). Run at temperature 100 celsius. The product is FC=1C(=NC(=NC1)NC1=CC(=CC(=C1)B1OC(C(O1)(C)C)(C)C)C)OC (5-fluoro-4-methoxy-N-[3-methyl-5-(4,4,5,5-tetramethyl-1,3,2-dioxaborolan-2-yl)phenyl]-pyrimidin-2-amine). RXN SMILES: CS(O)(=O)=O.Cl[C:7]1[N:12]=[C:11]([O:13][CH3:14])[C:10]([F:15])=[CH:9][N:8]=1.[CH3:16][C:17]1[CH:18]=[C:19]([CH:21]=[C:22]([B:24]2[O:28][C:27]([CH3:30])([CH3:29])[C:26]([CH3:32])([CH3:31])[O:25]2)[CH:23]=1)[NH2:20]>O1CCOCC1.CCOC(C)=O>[F:15][C:10]1[C:11]([O:13][CH3:14])=[N:12][C:7]([NH:20][C:19]2[CH:21]=[C:22]([B:24]3[O:28][C:27]([CH3:29])([CH3:30])[C:26]([CH3:32])([CH3:31])[O:25]3)[CH:23]=[C:17]([CH3:16])[CH:18]=2)=[N:8][CH:9]=1. Procedure: Methanesulfonic acid (0.13 mL, 1.97 mmol) was added to a solution of 2-chloro-5-fluoro-4-methoxypyrimidine (0.32 g, 1.97 mmol) and 3-methyl-5-(4,4,5,5-tetramethyl-1,3,2-dioxaborolan-2-yl)aniline (0.40 g, 1.72 mmol) in dioxane (17 mL). The reaction mixture was heated at 100° C. overnight. The reaction was then cooled to room temperature, diluted with EtOAc, washed with water, dried over magnesium sulfate, filtered and concentrated under reduced pressure. The residue was purified by column chromat... Starting materials: C([O-])([O-])=O.[K+].[K+] (potassium carbonate), ICC(=O)N (iodoacetamide), [N+](=O)([O-])C1=C(C=CC=C1)O (2-nitrophenol). Run in CC(=O)C (acetone). Product: crude product, C(N)(=O)COC1=C(C=CC=C1)[N+](=O)[O-] (2-(carbamoylmethoxy)nitrobenzene). As a reaction SMILES: C(=O)([O-])[O-].[K+].[K+].I[CH2:8][C:9]([NH2:11])=[O:10].[N+:12]([C:15]1[CH:20]=[CH:19][CH:18]=[CH:17][C:16]=1[OH:21])([O-:14])=[O:13]>CC(C)=O>[C:9]([CH2:8][O:21][C:16]1[CH:17]=[CH:18][CH:19]=[CH:20][C:15]=1[N+:12]([O-:14])=[O:13])(=[O:10])[NH2:11] |f:0.1.2|. Reported procedure: 8.0 g of potassium carbonate and 11.4 g of iodoacetamide are added to a solution of 4.0 g of 2-nitrophenol in 50 ml acetone. The reaction mixture is heated under reflux for 7 h and then concentrated. The residue is dissolved in chloroform and extracted with 0.05N of sodium hydroxide solution. Recyrstallization of the crude product from tetrahydrofuran gives 2-(carbamoylmethoxy)nitrobenzene of mp 190°-1° C.; Rf (O)=0.55. Reactants: [BH4-], CO, COC(=O)CCCC#CCN1C(=O)CCCC1C=CC(=O)Cc1ccccc1, ClCCl, [Na+]. Yields the product COC(=O)CCCC#CCN1C(=O)CCCC1C=CC(O)Cc1ccccc1. As a reaction SMILES: [BH4-:1].[CH3:3][OH:4].[CH3:5][O:6][C:7]([CH2:8][CH2:9][CH2:10][C:11]#[C:12][CH2:13][N:14]1[C:15](=[O:31])[CH2:16][CH2:17][CH2:18][CH:19]1[CH:20]=[CH:21][C:22]([CH2:23][c:24]1[cH:25][cH:26][cH:27][cH:28][cH:29]1)=[O:30])=[O:32].[Cl:33][CH2:34][Cl:35].[Na+:2]>>[CH3:5][O:6][C:7]([CH2:8][CH2:9][CH2:10][C:11]#[C:12][CH2:13][N:14]1[C:15](=[O:31])[CH2:16][CH2:17][CH2:18][CH:19]1[CH:20]=[CH:21][CH:22]([CH2:23][c:24]1[cH:25][cH:26][cH:27][cH:28][cH:29]1)[OH:30])=[O:32]. Starting materials: C(C)[C@@H]1N(CCN(C1)CC1=CC=CC=C1)C(=O)OC(C)(C)C ((2S)-2-Ethyl-4-(phenylmethyl)-1-piperazinecarboxylic acid, 1,1-dimethylethyl ester). The reagents and catalysts are [Pd] (Pd/C). Run in CCO (EtOH). Product: C(C)[C@@H]1N(CCNC1)C(=O)OC(C)(C)C ((2S)-2-Ethyl-1-piperazinecarboxylic acid, 1,1-dimethylethyl ester). As a reaction SMILES: [CH2:1]([C@H:3]1[CH2:8][N:7](CC2C=CC=CC=2)[CH2:6][CH2:5][N:4]1[C:16]([O:18][C:19]([CH3:22])([CH3:21])[CH3:20])=[O:17])[CH3:2]>CCO.[Pd]>[CH2:1]([C@H:3]1[CH2:8][NH:7][CH2:6][CH2:5][N:4]1[C:16]([O:18][C:19]([CH3:20])([CH3:22])[CH3:21])=[O:17])[CH3:2]. Procedure: A solution of the product from example 69 part c) (6.09 g) and 10% Pd/C (1.14 g) in EtOH (85 mL) was hydrogenated at 3.8 bar for 16 h. The reaction mixture was filtered through Celite and the filtrate concentrated in vacuo to give the sub-title compound as an oil (3.65 g). Starting materials: [OH-].[Na+] (NaOH), C1(=CC=CC=C1)C#CC1=NOC2(C1)CCN(CC2)C(=O)OC(C)(C)C (Tert-butyl 3-(phenylethynyl)-1-oxa-2,8-diazaspiro[4.5]dec-2-ene-8-carboxylate), O (Water), FC(C(=O)O)(F)F (trifluoroacetic acid). Run in C(Cl)Cl (CH2Cl2). Run at temperature 25 celsius, time 24 hour. Product: C1(=CC=CC=C1)C#CC1=NOC2(C1)CCNCC2 (3-(Phenylethynyl)-1-oxa-2,8-diazaspiro[4.5]dec-2-ene). RXN SMILES: [C:1]1([C:7]#[C:8][C:9]2[CH2:13][C:12]3([CH2:18][CH2:17][N:16](C(OC(C)(C)C)=O)[CH2:15][CH2:14]3)[O:11][N:10]=2)[CH:6]=[CH:5][CH:4]=[CH:3][CH:2]=1.FC(F)(F)C(O)=O.O.[OH-].[Na+]>C(Cl)Cl>[C:1]1([C:7]#[C:8][C:9]2[CH2:13][C:12]3([CH2:18][CH2:17][NH:16][CH2:15][CH2:14]3)[O:11][N:10]=2)[CH:6]=[CH:5][CH:4]=[CH:3][CH:2]=1 |f:3.4|. Reported procedure: To a solution of Compound 1b (200 mg, 0.59 mmol) in CH2Cl2 (12 mL) stirred at 0° C. was added trifluoroacetic acid (452 μl, 5.87 mmol) and the reaction mixture was stirred at 25° C. for 24 h, until the complete conversion of the reactant was observed by LC-MS. Water was added followed by 3N aq. NaOH to give a alkaline pH. Separation of the organic layer and extraction of the aqueous layer with CH2Cl2, washing with brine and drying over Na2SO4 the combined organic layers, afforded the title compo... Reactants: COc1ccc(C=O)cc1, O, CC(=O)C(C)(CO)CO, Cc1ccc(S(=O)(=O)O)cc1, c1ccccc1. Product: COc1ccc(C2OCC(C)(C(C)=O)CO2)cc1. RXN SMILES: [CH:16]([c:17]1[cH:18][cH:19][c:20]([O:23][CH3:24])[cH:21][cH:22]1)=[O:25].[OH2:37].[OH:1][CH2:2][C:3]([C:4]([CH3:5])=[O:6])([CH3:7])[CH2:8][OH:9].[c:26]1([CH3:27])[cH:28][cH:29][c:30]([S:31]([OH:32])(=[O:33])=[O:34])[cH:35][cH:36]1.[cH:10]1[cH:11][cH:12][cH:13][cH:14][cH:15]1>>[O:1]1[CH2:2][C:3]([C:4]([CH3:5])=[O:6])([CH3:7])[CH2:8][O:9][CH:16]1[c:17]1[cH:18][cH:19][c:20]([O:23][CH3:24])[cH:21][cH:22]1. The reactants are C(=O)(O)\C=C/1\C(CCCC1)N1N=C(C=CC1=O)C=1C(=NN2C1C=CC=C2)C2=CC=CC=C2 ((E)-3-[2-(2-Carboxymethylenecyclohexyl)-3-oxo-2,3-dihydropyridazin-6-yl]-2-phenylpyrazolo[1,5-a]pyridine), S(=O)(Cl)Cl (thionyl chloride), ClCCl (dichloromethane). Run at time 4 hour. Yields the product COC(=O)\C=C/1\C(CCCC1)N1N=C(C=CC1=O)C=1C(=NN2C1C=CC=C2)C2=CC=CC=C2 ((E)-3-[2-(2-methoxycarbonylmethylenecyclohexyl)-3-oxo-2,3-dihydropyridazin-6-yl]-2-phenylpyrazolo[1,5-a]pyridine). As a reaction SMILES: [C:1](/[CH:4]=[C:5]1/[CH:6]([N:11]2[C:16](=[O:17])[CH:15]=[CH:14][C:13]([C:18]3[C:19]([C:27]4[CH:32]=[CH:31][CH:30]=[CH:29][CH:28]=4)=[N:20][N:21]4[CH:26]=[CH:25][CH:24]=[CH:23][C:22]=34)=[N:12]2)[CH2:7][CH2:8][CH2:9][CH2:10]/1)([OH:3])=[O:2].S(Cl)(Cl)=O.Cl[CH2:38]Cl>>[CH3:38][O:2][C:1](/[CH:4]=[C:5]1/[CH:6]([N:11]2[C:16](=[O:17])[CH:15]=[CH:14][C:13]([C:18]3[C:19]([C:27]4[CH:28]=[CH:29][CH:30]=[CH:31][CH:32]=4)=[N:20][N:21]4[CH:26]=[CH:25][CH:24]=[CH:23][C:22]=34)=[N:12]2)[CH2:7][CH2:8][CH2:9][CH2:10]/1)=[O:3]. Procedure details: (E)-3-[2-(2-Carboxymethylenecyclohexyl)-3-oxo-2,3-dihydropyridazin-6-yl]-2-phenylpyrazolo[1,5-a]pyridine (36.8 mg) was suspended in dichloromethane and the mixture was cooled in an ice bath. To this was added thionyl chloride (0.1 ml). After the reaction mixture was stirred at room temperature for 4 hours, the solvent was evaporated in vacuo. The residue was dissolved in methanol (2 ml), and stirred at room temperature for 10 minutes. Methanol was evaporated in vacuo and the residue was partitio... The reactants are NC=1C=C(C=CC1)C1=C(C(=CC(=C1)Cl)C1=NC2=C(N1)C=CC(=C2)C(=N)N)O (2-(3′-Amino-5-chloro-2-hydroxy-biphenyl-3-yl)-1H-benzoimidazole-5-carboxamidine), [OH-].[Na+] (NaOH), CS(=O)(=O)Cl (methane sulfonyl chloride), [OH-].[Na+] (NaOH), CS(=O)(=O)Cl (methane sulfonyl chloride). Solvent: C1CCOC1.O (THF water). Reaction conditions: temperature 0 celsius, time 1 hour. The product is ClC=1C=C(C(=C(C1)C1=CC(=CC=C1)NS(=O)(=O)C)O)C1=NC2=C(N1)C=CC(=C2)C(=N)N (2-(5-chloro-2-hydroxy-3′-methanesulfonylamino-biphenyl-3-yl)-1H-benzoimidazole-5-carboxamidine), powder. The yield is 16.0%. Reaction SMILES: [NH2:1][C:2]1[CH:3]=[C:4]([C:8]2[CH:13]=[C:12]([Cl:14])[CH:11]=[C:10]([C:15]3[NH:19][C:18]4[CH:20]=[CH:21][C:22]([C:24]([NH2:26])=[NH:25])=[CH:23][C:17]=4[N:16]=3)[C:9]=2[OH:27])[CH:5]=[CH:6][CH:7]=1.[OH-].[Na+].[CH3:30][S:31](Cl)(=[O:33])=[O:32]>C1COCC1.O>[Cl:14][C:12]1[CH:11]=[C:10]([C:15]2[NH:19][C:18]3[CH:20]=[CH:21][C:22]([C:24]([NH2:26])=[NH:25])=[CH:23][C:17]=3[N:16]=2)[C:9]([OH:27])=[C:8]([C:4]2[CH:5]=[CH:6][CH:7]=[C:2]([NH:1][S:31]([CH3:30])(=[O:33])=[O:32])[CH:3]=2)[CH:13]=1 |f:1.2,4.5|. Reported procedure: A mixture of 2-(3′-Amino-5-chloro-2-hydroxy-biphenyl-3-yl)-1H-benzoimidazole-5-carboxamidine 73 (0.070 g, 0.15 mmol) and THF/water (1:1, 0.5 mL) is chilled (0° C.) and treated with 2 N NaOH (0.16 mL, 0.32 mmol) and methane sulfonyl chloride (0.013 mL, 0.16 mmol) in alternating portions. The mixture is kept at 0° C. for 1 h and then treated with another portion of 2 N NaOH (0.016 mL, 0.032 mmol) and methane sulfonyl chloride (0.001 mL, 0.013 mmol). After another 1 h, the solvents were reduced in ... The reactants are CC1(COB(OC1)C=1C=C(C=CC1)C1=NN(C=C1)C)C (3-[3-(5,5-dimethyl-[1,3,2]dioxaborinan-2-yl)phenyl]-1-methyl-1H-pyrazole), BrC1=CN=C2N1N=CC(=N2)C(F)(F)F (7-bromo-3-trifluoromethylimidazo[1,2-b][1,2,4]triazine), C([O-])([O-])=O.[Na+].[Na+] (sodium carbonate), solution. The reagents and catalysts are C=1C=CC(=CC1)[P](C=2C=CC=CC2)(C=3C=CC=CC3)[Pd]([P](C=4C=CC=CC4)(C=5C=CC=CC5)C=6C=CC=CC6)([P](C=7C=CC=CC7)(C=8C=CC=CC8)C=9C=CC=CC9)[P](C=1C=CC=CC1)(C=1C=CC=CC1)C=1C=CC=CC1 (tetrakis(triphenylphosphine)palladium(0)). The solvent is C1CCOC1 (THF). The product is CN1N=C(C=C1)C=1C=C(C=CC1)C1=CN=C2N1N=CC(=N2)C(F)(F)F (7-[3-(1-Methyl-1H-pyrazol-3-yl)phenyl]-3-trifluoromethylimidazo[1,2-b][1,2,4]triazine). Isolated yield 36.0%. As a reaction SMILES: CC1(C)COB([C:8]2[CH:9]=[C:10]([C:14]3[CH:18]=[CH:17][N:16]([CH3:19])[N:15]=3)[CH:11]=[CH:12][CH:13]=2)OC1.Br[C:22]1[N:26]2[N:27]=[CH:28][C:29]([C:31]([F:34])([F:33])[F:32])=[N:30][C:25]2=[N:24][CH:23]=1.C(=O)([O-])[O-].[Na+].[Na+]>C1COCC1.C1C=CC([P]([Pd]([P](C2C=CC=CC=2)(C2C=CC=CC=2)C2C=CC=CC=2)([P](C2C=CC=CC=2)(C2C=CC=CC=2)C2C=CC=CC=2)[P](C2C=CC=CC=2)(C2C=CC=CC=2)C2C=CC=CC=2)(C2C=CC=CC=2)C2C=CC=CC=2)=CC=1>[CH3:19][N:16]1[CH:17]=[CH:18][C:14]([C:10]2[CH:9]=[C:8]([C:22]3[N:26]4[N:27]=[CH:28][C:29]([C:31]([F:32])([F:33])[F:34])=[N:30][C:25]4=[N:24][CH:23]=3)[CH:13]=[CH:12][CH:11]=2)=[N:15]1 |f:2.3.4,^1:49,51,70,89|. Procedure: A mixture of 3-[3-(5,5-dimethyl-[1,3,2]dioxaborinan-2-yl)phenyl]-1-methyl-1H-pyrazole (from above), 7-bromo-3-trifluoromethylimidazo[1,2-b][1,2,4]triazine (300 mg, 1.1 mmol) and sodium carbonate (1.7 ml of a 2 N solution, 3.4 ml) in THF (7 ml) was degassed with nitrogen for 15 min. After this time tetrakis(triphenylphosphine)palladium(0) (130 mg, 0.11 mmol) was added and the mixture heated at reflux for 18 h. The solvent was evaporated in vacuo and the residue partitioned between ethyl acetate (... The reactants are [Li]CCCC, C1CCOC1, CC(=O)Nc1ccc(Cl)cc1F, CN(C)C=O. Yields the product CC(=O)Nc1ccc(Cl)c(C=O)c1F. Reaction SMILES: [CH2:13]([Li:14])[CH2:15][CH2:16][CH3:17].[CH2:23]1[O:24][CH2:25][CH2:26][CH2:27]1.[Cl:1][c:2]1[cH:3][c:4]([F:12])[c:5]([NH:8][C:9]([CH3:10])=[O:11])[cH:6][cH:7]1.[O:18]=[CH:19][N:20]([CH3:21])[CH3:22]>>[Cl:1][c:2]1[c:3]([CH:19]=[O:18])[c:4]([F:12])[c:5]([NH:8][C:9]([CH3:10])=[O:11])[cH:6][cH:7]1.